From a dataset of the Open Reaction Database (ORD), a public repository of structured organic reaction records. describe an organic reaction: reactants, conditions, products, and yield The reactants are BrC=1C=C(C=O)C=CC1O (3-bromo-4-hydroxy-benzaldehyde), C([O-])([O-])=O.[Cs+].[Cs+] (cesium carbonate), ClC(C(=O)[O-])(F)F.[Na+] (sodium chlorodifluoroacetate). Run at temperature 65 celsius, time 5.5 hour. Product: BrC=1C=C(C=O)C=CC1OC(F)F (3-Bromo-4-difluoromethoxy-benzaldehyde). RXN SMILES: [Br:1][C:2]1[CH:3]=[C:4]([CH:7]=[CH:8][C:9]=1[OH:10])[CH:5]=[O:6].C(=O)([O-])[O-].[Cs+].[Cs+].Cl[C:18]([F:23])([F:22])C([O-])=O.[Na+]>>[Br:1][C:2]1[CH:3]=[C:4]([CH:7]=[CH:8][C:9]=1[O:10][CH:18]([F:23])[F:22])[CH:5]=[O:6] |f:1.2.3,4.5|. Reported procedure: A suspension of 3-bromo-4-hydroxy-benzaldehyde (4.97 mmol; 1.0 eq.), cesium carbonate (7.46 mmol; 1.5 eq.) and sodium chlorodifluoroacetate was stirred at 65° C. for 5.5 h. The mixture was partitioned with ethyl acetate and water, and the aqueous portion extracted with diethyl ether. The combined extracts were washed with successive portions of water and brine, dried over magnesium sulfate, filtered and concentrated to afford the title compound, I-286, as a yellow oil. 1H NMR (400 MHz, DMSO-d6):... Product: CC(=C)C1CCC2(C1C3CCC4C5(CCC(C(C5CCC4(C3(CC2)C)C)(C)C)OC(=O)C)C)C(=O)O (betulinic acid acetate). The reactants are CC(=C)[C@@H]1CC[C@]2([C@H]1[C@H]3CC[C@@H]4[C@]5(CC[C@@H](C([C@@H]5CC[C@]4([C@@]3(CC2)C)C)(C)C)O)C)C(=O)O (betulinic acid), CC(=C)[C@@H]1CC[C@]2([C@H]1[C@H]3CC[C@@H]4[C@]5(CC[C@@H](C([C@@H]5CC[C@]4([C@@]3(CC2)C)C)(C)C)O)C)CO (betulin). Reaction SMILES: [CH3:1][C:2]([C@H:4]1[C@@H:8]2[C@@H:9]3[C@@:22]([CH3:25])([CH2:23][CH2:24][C@@:7]2([C:31]([OH:33])=[O:32])[CH2:6][CH2:5]1)[C@@:21]1([CH3:26])[C@@H:12]([C@:13]2([CH3:30])[C@@H:18]([CH2:19][CH2:20]1)[C:17]([CH3:28])([CH3:27])[C@@H:16]([OH:29])[CH2:15][CH2:14]2)[CH2:11][CH2:10]3)=[CH2:3].CC([C@H]1[C@@H]2[C@@H]3[C@@](C)(CC[C@@]2(CO)CC1)[C@@]1(C)[C@@H]([C@]2(C)[C@@H](CC1)C(C)(C)[C@@H:49]([OH:62])[CH2:48]C2)CC3)=C>>[CH3:3][C:2]([CH:4]1[CH:8]2[CH:9]3[C:22]([CH3:25])([CH2:23][CH2:24][C:7]2([C:31]([OH:33])=[O:32])[CH2:6][CH2:5]1)[C:21]1([CH3:26])[CH:12]([C:13]2([CH3:30])[CH:18]([CH2:19][CH2:20]1)[C:17]([CH3:27])([CH3:28])[CH:16]([O:29][C:49]([CH3:48])=[O:62])[CH2:15][CH2:14]2)[CH2:11][CH2:10]3)=[CH2:1]. Procedure: The method of claim 12 wherein the overall yield of the α-isomer of betulinic acid from betulin is greater than 50%. The reactants are C1=CC=CC=2CN(CC3=C(C21)C=CC=C3)C(OCC)=N (ethyl 5,7-dihydro-6H-dibenz[c,e]azepine-6-carboximidate), ClC1=CC=C(C(=O)Cl)C=C1 (p-chlorobenzoyl chloride). Product: ClC1=CC=C(C(=O)N=C(OCC)N2CC3=C(C4=C(C2)C=CC=C4)C=CC=C3)C=C1 (ethyl N-(p-chlorobenzoyl)-5,7-dihydro-6H-dibenz[c,e]azepine-6-carboximidate). As a reaction SMILES: [CH:1]1[C:11]2[C:10]3[CH:12]=[CH:13][CH:14]=[CH:15][C:9]=3[CH2:8][N:7]([C:16](=[NH:20])[O:17][CH2:18][CH3:19])[CH2:6][C:5]=2[CH:4]=[CH:3][CH:2]=1.[Cl:21][C:22]1[CH:30]=[CH:29][C:25]([C:26](Cl)=[O:27])=[CH:24][CH:23]=1>>[Cl:21][C:22]1[CH:30]=[CH:29][C:25]([C:26]([N:20]=[C:16]([N:7]2[CH2:6][C:5]3[CH:4]=[CH:3][CH:2]=[CH:1][C:11]=3[C:10]3[CH:12]=[CH:13][CH:14]=[CH:15][C:9]=3[CH2:8]2)[O:17][CH2:18][CH3:19])=[O:27])=[CH:24][CH:23]=1. Procedure: starting from ethyl 5,7-dihydro-6H-dibenz[c,e]azepine-6-carboximidate and p-chlorobenzoyl chloride, there is obtained ethyl N-(p-chlorobenzoyl)-5,7-dihydro-6H-dibenz[c,e]azepine-6-carboximidate, m.p. 106°-107° C.; Reactants: C(C)(=O)C1=CC(=NN1CCNC(OC(C)(C)C)=O)N1C(=CC=C1C)C (tert-Butyl 2-(5-Acetyl-3-(2,5-dimethyl-1H-pyrrol-1-yl)-1H-pyrazol-1-yl)ethylcarbamate), C(=O)(C(F)(F)F)O (CF3COOH). Run in ClCCl (dichloromethane). Conditions: time 1 hour. The product is CC=1N(C(=CC1)C)C1=NN2C(C(=NCC2)C)=C1 (2-(2,5-Dimethyl-1H-pyrrol-1-yl)-4-methyl-6,7-dihydropyrazolo[1,5-a]pyrazine). As a reaction SMILES: [C:1]([C:4]1[N:8]([CH2:9][CH2:10][NH:11]C(=O)OC(C)(C)C)[N:7]=[C:6]([N:19]2[C:23]([CH3:24])=[CH:22][CH:21]=[C:20]2[CH3:25])[CH:5]=1)(=O)[CH3:2].C(O)(C(F)(F)F)=O>ClCCl>[CH3:25][C:20]1[N:19]([C:6]2[CH:5]=[C:4]3[C:1]([CH3:2])=[N:11][CH2:10][CH2:9][N:8]3[N:7]=2)[C:23]([CH3:24])=[CH:22][CH:21]=1. Procedure details: A 100-mL single-neck round-bottomed flask equipped with a magnetic stirrer was charged with 287e(5.40 g, 1.0 eq., 15.6 mmol), CF3COOH (10 mL), and dichloromethane (50 mL). The mixture was stirred at room temperature for 1 h and concentrated under reduced pressure to afford crude 287f, which was used in the next step without further purification. MS-ESI: [M+H]+ 229.1